Dataset: the Open Reaction Database (ORD), a public repository of structured organic reaction records. Task: describe an organic reaction: reactants, conditions, products, and yield Reaction SMILES: [NH2:1][CH2:2][CH:3]1[C:9]2[CH:10]=[CH:11][CH:12]=[CH:13][C:8]=2[CH:7]=[CH:6][C:5]2[CH:14]=[CH:15][CH:16]=[CH:17][C:4]1=2.[CH3:18][O:19]C=O>>[CH:18]([NH:1][CH2:2][CH:3]1[C:4]2[CH:17]=[CH:16][CH:15]=[CH:14][C:5]=2[CH:6]=[CH:7][C:8]2[CH:13]=[CH:12][CH:11]=[CH:10][C:9]1=2)=[O:19]. Reaction conditions: temperature 110 celsius. Yields the product C(=O)NCC1C2=C(C=CC3=C1C=CC=C3)C=CC=C2 (5-formamidomethyl-5H-dibenzo[a,d]cycloheptene). Procedure: 5-Aminomethyl-5H-dibenzo[a,d]cycloheptene (4.82 g., 0.0218 mole) and methylformate, 200 ml. are heated to 110° C. for 161/2 hours in an autoclave. The yellow solution is evaporated to dryness on a film evaporator under reduced pressure. The residue is dissolved in benzene, the solution extracted with dilute hydrochloric acid, then with water and dried over anhydrous sodium sulfate. The benzene is evaporated and the residue dried to constant weight in a film evaporator under reduced pressure. The... Starting materials: NCC1C2=C(C=CC3=C1C=CC=C3)C=CC=C2 (5-Aminomethyl-5H-dibenzo[a,d]cycloheptene), COC=O (methylformate). Reactants: CS(C)=O, CN(C)c1cc(-c2ccc3nccc(Cl)c3c2)cnc1Cl, CC(c1ccccc1)N1CCNCC1. The product is CC(c1ccccc1)N1CCN(c2ccnc3ccc(-c4cnc(Cl)c(N(C)C)c4)cc23)CC1. RXN SMILES: [CH3:36][S:37]([CH3:38])=[O:39].[Cl:1][c:2]1[n:3][cH:4][c:5](-[c:11]2[cH:12][c:13]3[c:14]([Cl:21])[cH:15][cH:16][n:17][c:18]3[cH:19][cH:20]2)[cH:6][c:7]1[N:8]([CH3:9])[CH3:10].[c:22]1([CH:28]([CH3:29])[N:30]2[CH2:31][CH2:32][NH:33][CH2:34][CH2:35]2)[cH:23][cH:24][cH:25][cH:26][cH:27]1>>[Cl:1][c:2]1[n:3][cH:4][c:5](-[c:11]2[cH:12][c:13]3[c:14]([N:33]4[CH2:32][CH2:31][N:30]([CH:28]([c:22]5[cH:23][cH:24][cH:25][cH:26][cH:27]5)[CH3:29])[CH2:35][CH2:34]4)[cH:15][cH:16][n:17][c:18]3[cH:19][cH:20]2)[cH:6][c:7]1[N:8]([CH3:9])[CH3:10]. The reactants are ClCCCCOC1=CC=CC=2C(OC(NC21)=O)(C)C (8-(4-chlorobutoxy)-4,4-dimethyl-4H-3,1-benzoxazin-2-one), C1(CCCCC1)C1=CC=C(C=C1)S (4-cyclohexyl-thiophenol). Yields the product C1(CCCCC1)C1=CC=C(C=C1)SCCCCOC1=CC=CC=2C(OC(NC21)=O)(C)C (8-[4-(4-Cyclohexyl-phenylmercapto)-butoxy]-4,4-dimethyl-4H-3,1-benzoxazin-2-one). RXN SMILES: Cl[CH2:2][CH2:3][CH2:4][CH2:5][O:6][C:7]1[C:16]2[NH:15][C:14](=[O:17])[O:13][C:12]([CH3:19])([CH3:18])[C:11]=2[CH:10]=[CH:9][CH:8]=1.[CH:20]1([C:26]2[CH:31]=[CH:30][C:29]([SH:32])=[CH:28][CH:27]=2)[CH2:25][CH2:24][CH2:23][CH2:22][CH2:21]1>>[CH:20]1([C:26]2[CH:27]=[CH:28][C:29]([S:32][CH2:2][CH2:3][CH2:4][CH2:5][O:6][C:7]3[C:16]4[NH:15][C:14](=[O:17])[O:13][C:12]([CH3:19])([CH3:18])[C:11]=4[CH:10]=[CH:9][CH:8]=3)=[CH:30][CH:31]=2)[CH2:21][CH2:22][CH2:23][CH2:24][CH2:25]1. Reported procedure: Prepared analogously to Example 1 from 8-(4-chlorobutoxy)-4,4-dimethyl-4H-3,1-benzoxazin-2-one and 4-cyclohexyl-thiophenol. Procedure details: To a suspension of NaH (5 mg, 0.13 mmol) in THF (2 mL) at 0° C. was added cyclopentanol (10 uL, 0.11 mmol) and the mixture was stirred for 30 min at 0° C. A solution of 8-(2-chloro-acetyl)-2-(4-trifluoromethoxy-phenyl)-2,8-diaza-spiro[4.5]decan-1-one (example 225, 42 mg, 0.11 mmol) in THF (500 uL) was added drop-wise and the reaction mixture was allowed to warm to room temperature and stirred for 16 h. The reaction mixture was diluted with chloroform and the resultant precipitate was filtered of... Run in C1CCOC1 (THF), C1CCOC1 (THF), C(Cl)(Cl)Cl (chloroform). As a reaction SMILES: [H-].[Na+].[CH:3]1([OH:8])[CH2:7][CH2:6][CH2:5][CH2:4]1.Cl[CH2:10][C:11]([N:13]1[CH2:34][CH2:33][C:16]2([C:20](=[O:21])[N:19]([C:22]3[CH:27]=[CH:26][C:25]([O:28][C:29]([F:32])([F:31])[F:30])=[CH:24][CH:23]=3)[CH2:18][CH2:17]2)[CH2:15][CH2:14]1)=[O:12]>C1COCC1.C(Cl)(Cl)Cl>[CH:3]1([O:8][CH2:10][C:11]([N:13]2[CH2:14][CH2:15][C:16]3([C:20](=[O:21])[N:19]([C:22]4[CH:27]=[CH:26][C:25]([O:28][C:29]([F:30])([F:31])[F:32])=[CH:24][CH:23]=4)[CH2:18][CH2:17]3)[CH2:33][CH2:34]2)=[O:12])[CH2:7][CH2:6][CH2:5][CH2:4]1 |f:0.1|. The product is C1(CCCC1)OCC(=O)N1CCC2(CCN(C2=O)C2=CC=C(C=C2)OC(F)(F)F)CC1 (8-(2-Cyclopentyloxy-acetyl)-2-(4-trifluoromethoxy-phenyl)-2,8-diaza-spiro[4.5]decan-1-one). Starting materials: ClCC(=O)N1CCC2(CCN(C2=O)C2=CC=C(C=C2)OC(F)(F)F)CC1 (8-(2-Chloro-acetyl)-2-(4-trifluoromethoxy-phenyl)-2,8-diaza-spiro[4.5]decan-1-one), C1(CCCC1)O (cyclopentanol), [H-].[Na+] (NaH). Conditions: temperature 0 celsius, time 30 minute. Yield: 33.0%. Reactants: [Cu]C#N (copper (I) cyanide), OC(C/C=C/[Sn](CCCC)(CCCC)CCCC)(CCCC)C ([(4RS, 1E)-4-hydroxy-4-methyl-1-octenyl]tri-n-butyltin), [Si](C)(C)(C(C)(C)C)OC1C=C(C(C1)=O)CCCCCCC(=O)OC ((±) methyl 7-(3-tert-butyldimethylsilyloxy-5-oxo-1-cyclopentenyl)heptanoate), C(C)OCC (diethyl ether), C[Li] (methyllithium), [Cl-].[NH4+] (ammonium chloride). Solvent: O1CCCC1 (tetrahydrofuran), O1CCCC1 (tetrahydrofuran). Run at temperature -78 celsius, time 1 hour. The product is COC(CCCCCC[C@H]1C(CC([C@@H]1\C=C\CC(CCCC)(C)O)O[Si](C)(C)C(C)(C)C)=O)=O ((±)-methyl(16RS, 13E)-11-tert-butyldimethylsilyloxy-16-hydroxy-16-methyl-9-oxoprost-13-en-1-oate). Yield: 94.0%. RXN SMILES: [Cu]C#N.[OH:4][C:5]([CH3:26])([CH2:22][CH2:23][CH2:24][CH3:25])[CH2:6]/[CH:7]=[CH:8]/[Sn](CCCC)(CCCC)CCCC.C(OCC)C.C[Li].[Si:34]([O:41][CH:42]1[CH2:46][C:45](=[O:47])[C:44]([CH2:48][CH2:49][CH2:50][CH2:51][CH2:52][CH2:53][C:54]([O:56][CH3:57])=[O:55])=[CH:43]1)([C:37]([CH3:40])([CH3:39])[CH3:38])([CH3:36])[CH3:35].[Cl-].[NH4+]>O1CCCC1>[CH3:57][O:56][C:54](=[O:55])[CH2:53][CH2:52][CH2:51][CH2:50][CH2:49][CH2:48][C@@H:44]1[C@@H:43](/[CH:8]=[CH:7]/[CH2:6][C:5]([OH:4])([CH3:26])[CH2:22][CH2:23][CH2:24][CH3:25])[CH:42]([O:41][Si:34]([C:37]([CH3:40])([CH3:39])[CH3:38])([CH3:35])[CH3:36])[CH2:46][C:45]1=[O:47] |f:5.6|. Reported procedure: Into a dry flask were placed copper (I) cyanide (10.6 g, 118 mmol) and a solution of [(4RS, 1E)-4-hydroxy-4-methyl-1-octenyl]tri-n-butyltin (58.4 g, 135 mmol) in dry tetrahydrofuran (600 ml) under nitrogen atmosphere, and the mixture was cooled to 0° C. To this mixture was dropped 360 ml (389 mmol) of a diethyl ether solution of methyllithium (1.08 mol/liter), and stirring was continued for 1 h, letting the temperature rise gradually to room temperature. After cooling to −78° C., a solution of (...